Dataset: the Open Reaction Database (ORD), a public repository of structured organic reaction records. Task: describe an organic reaction: reactants, conditions, products, and yield The reactants are N1=C(C=CC2=CC=CC=C12)COC1=CC=C(C=C1)C(C#N)C1CCCC1 (2-[4-(Quinolin-2-yl-methoxy)phenyl]-2-cyclopentylacetonitrile), C1CCOC1 (THF), C([O-])(O)=O.[Na+] (sodium bicarbonate). The solvent is Cl (hydrochloric acid). Reaction conditions: temperature 40 celsius, time 8 hour. The product is N1=C(C=CC2=CC=CC=C12)COC1=CC=C(C=C1)C(C(=O)N)C1CCCC1 (2-[4-(Quinolin-2-yl-methoxy)phenyl]-2-cyclopentylacetamide). Reaction SMILES: [N:1]1[C:10]2[C:5](=[CH:6][CH:7]=[CH:8][CH:9]=2)[CH:4]=[CH:3][C:2]=1[CH2:11][O:12][C:13]1[CH:18]=[CH:17][C:16]([CH:19]([CH:22]2[CH2:26][CH2:25][CH2:24][CH2:23]2)[C:20]#[N:21])=[CH:15][CH:14]=1.C1C[O:30]CC1.C(=O)(O)[O-].[Na+]>Cl>[N:1]1[C:10]2[C:5](=[CH:6][CH:7]=[CH:8][CH:9]=2)[CH:4]=[CH:3][C:2]=1[CH2:11][O:12][C:13]1[CH:14]=[CH:15][C:16]([CH:19]([CH:22]2[CH2:26][CH2:25][CH2:24][CH2:23]2)[C:20]([NH2:21])=[O:30])=[CH:17][CH:18]=1 |f:2.3|. Procedure: 2 g (5.8 mmol) of the compound from Example II are suspended in 6 ml of concentrated hydrochloric acid, and the suspension is stirred at 40° C. overnight. After cooling to room temperature, THF is added until solution is complete, and the solution is neutralised with sodium bicarbonate solution. The organic phase is separated off, dried with sodium sulphate and concentrated to a small volume in vacuo. Separation is carried out by column chromatography (silica gel 60, mobile phase: dichloromethan... Starting materials: CC=1C(=NC=CC1)S(=O)(=O)N(C1=CC=C(C=C1)C)CC(=O)O ([(3-methyl-pyridine-2-sulfonyl)-p-tolyl-amino]-acetic acid), C(C)NCC1=NC(=CC=C1)C (ethyl-(6-methyl-pyridin-2-ylmethyl)-amine). Yields the product C(C)N(C(CN(C1=CC=C(C=C1)C)S(=O)(=O)C1=NC=CC=C1C)=O)CC1=NC(=CC=C1)C (N-Ethyl-2-[(3-methyl-pyridine-2-sulfonyl)-p-tolyl-amino]-N-(6-methyl-pyridin-2-ylmethyl)-acetamide). Reaction SMILES: [CH3:1][C:2]1[C:3]([S:8]([N:11]([CH2:19][C:20](O)=[O:21])[C:12]2[CH:17]=[CH:16][C:15]([CH3:18])=[CH:14][CH:13]=2)(=[O:10])=[O:9])=[N:4][CH:5]=[CH:6][CH:7]=1.[CH2:23]([NH:25][CH2:26][C:27]1[CH:32]=[CH:31][CH:30]=[C:29]([CH3:33])[N:28]=1)[CH3:24]>>[CH2:23]([N:25]([CH2:26][C:27]1[CH:32]=[CH:31][CH:30]=[C:29]([CH3:33])[N:28]=1)[C:20](=[O:21])[CH2:19][N:11]([S:8]([C:3]1[C:2]([CH3:1])=[CH:7][CH:6]=[CH:5][N:4]=1)(=[O:9])=[O:10])[C:12]1[CH:13]=[CH:14][C:15]([CH3:18])=[CH:16][CH:17]=1)[CH3:24]. Procedure: prepared by reaction of [(3-methyl-pyridine-2-sulfonyl)-p-tolyl-amino]-acetic acid with ethyl-(6-methyl-pyridin-2-ylmethyl)-amine The reactants are ClC=1C=C(C=C(C1)Cl)SC1=C(C(=NN1C(C)C)CO)CC1=CC=NC=C1 (5-(3,5-dichlorophenylthio)-1-isopropyl-4-[(4-pyridyl)methyl]-1H-pyrazole-3-methanol), S(=O)(Cl)Cl (thionyl chloride). Solvent: ClCCl (dichloromethane). Conditions: time 1 hour. Yields the product Cl.ClCC1=NN(C(=C1CC1=CC=NC=C1)SC1=CC(=CC(=C1)Cl)Cl)C(C)C (4-[3-chloromethyl-5-(3,5-dichloro-phenylthio)-1-isopropyl-1H-pyrazol-4-ylmethyl]pyridine hydrochloride). As a reaction SMILES: [Cl:1][C:2]1[CH:3]=[C:4]([S:9][C:10]2[N:14]([CH:15]([CH3:17])[CH3:16])[N:13]=[C:12]([CH2:18]O)[C:11]=2[CH2:20][C:21]2[CH:26]=[CH:25][N:24]=[CH:23][CH:22]=2)[CH:5]=[C:6]([Cl:8])[CH:7]=1.S(Cl)([Cl:29])=O>ClCCl>[ClH:1].[Cl:29][CH2:18][C:12]1[C:11]([CH2:20][C:21]2[CH:26]=[CH:25][N:24]=[CH:23][CH:22]=2)=[C:10]([S:9][C:4]2[CH:3]=[C:2]([Cl:1])[CH:7]=[C:6]([Cl:8])[CH:5]=2)[N:14]([CH:15]([CH3:17])[CH3:16])[N:13]=1 |f:3.4|. Procedure: A solution containing 108 mg of 5-(3,5-dichlorophenylthio)-1-isopropyl-4-[(4-pyridyl)methyl]-1H-pyrazole-3-methanol in 5 ml of anhydrous dichloromethane at −78° C. under nitrogen was treated with 45 μl of thionyl chloride. The mixture was stirred for 1 h and left to warm to room temperature. The solvent was removed under reduced pressure and the residue was azeotroped with toluene to give 120 mg of 4-[3-chloromethyl-5-(3,5-dichloro-phenylthio)-1-isopropyl-1H-pyrazol-4-ylmethyl]pyridine hydrochlo... Starting materials: Cc1ccccc1, CCOC(C)=O, CC(=Cc1cc(F)c(Oc2ccccc2)c(F)c1)CO, O=C1NC(=O)c2ccccc21, CCOC(=O)N=NC(=O)OCC, c1ccc(P(c2ccccc2)c2ccccc2)cc1. Product: CC(=Cc1cc(F)c(Oc2ccccc2)c(F)c1)CN1C(=O)c2ccccc2C1=O. Reaction SMILES: [CH3:63][c:64]1[cH:65][cH:66][cH:67][cH:68][cH:69]1.[CH3:70][CH2:71][O:72][C:73]([CH3:74])=[O:75].[F:1][c:2]1[cH:3][c:4]([CH:16]=[C:17]([CH2:18][OH:19])[CH3:20])[cH:5][c:6]([F:15])[c:7]1[O:8][c:9]1[cH:10][cH:11][cH:12][cH:13][cH:14]1.[O:40]=[C:41]1[NH:42][C:43](=[O:44])[c:45]2[cH:46][cH:47][cH:48][cH:49][c:50]21.[O:51]=[C:52]([O:53][CH2:54][CH3:55])[N:56]=[N:57][C:58]([O:59][CH2:60][CH3:61])=[O:62].[c:21]1([P:22]([c:23]2[cH:24][cH:25][cH:26][cH:27][cH:28]2)[c:29]2[cH:30][cH:31][cH:32][cH:33][cH:34]2)[cH:35][cH:36][cH:37][cH:38][cH:39]1>>[F:1][c:2]1[cH:3][c:4]([CH:16]=[C:17]([CH2:18][N:42]2[C:41](=[O:40])[c:50]3[c:45]([cH:46][cH:47][cH:48][cH:49]3)[C:43]2=[O:44])[CH3:20])[cH:5][c:6]([F:15])[c:7]1[O:8][c:9]1[cH:10][cH:11][cH:12][cH:13][cH:14]1. Solvent: O (water). Yields the product C1(CCC1)C1=CC(=C(C(=O)OC)C=C1C1CC1)OCC (Methyl 4-cyclobutyl-5-cyclopropyl-2-ethoxybenzoate). Conditions: time 8 hour. Reported procedure: Cesium carbonate (3.44 g) and iodoethane (0.55 mL) were added to a DMF (25 mL) solution of methyl 4-cyclobutyl-5-cyclopropyl-2-hydroxybenzoate (1.3 g) under ice cooling, and the mixture was stirred overnight at room temperature. The reaction mixture was diluted with water, followed by extraction with ethyl acetate twice. Combined organic layers were washed with water and saturated saline in this order and dried over anhydrous sodium sulfate, and then, the solvent was distilled off under reduced ... Reaction SMILES: C(=O)([O-])[O-].[Cs+].[Cs+].I[CH2:8][CH3:9].CN(C=O)C.[CH:15]1([C:19]2[C:28]([CH:29]3[CH2:31][CH2:30]3)=[CH:27][C:22]([C:23]([O:25][CH3:26])=[O:24])=[C:21]([OH:32])[CH:20]=2)[CH2:18][CH2:17][CH2:16]1>O>[CH:15]1([C:19]2[C:28]([CH:29]3[CH2:30][CH2:31]3)=[CH:27][C:22]([C:23]([O:25][CH3:26])=[O:24])=[C:21]([O:32][CH2:8][CH3:9])[CH:20]=2)[CH2:18][CH2:17][CH2:16]1 |f:0.1.2|. Starting materials: C([O-])([O-])=O.[Cs+].[Cs+] (Cesium carbonate), ICC (iodoethane), CN(C)C=O (DMF), C1(CCC1)C1=CC(=C(C(=O)OC)C=C1C1CC1)O (methyl 4-cyclobutyl-5-cyclopropyl-2-hydroxybenzoate).